From a dataset of the Open Reaction Database (ORD), a public repository of structured organic reaction records. describe an organic reaction: reactants, conditions, products, and yield Starting materials: CCOC(=O)C=Cc1ccc(-c2cnc(CSCCOc3ccccc3)o2)cc1, C1CCOC1, CCO, [Na+], [OH-]. Product: O=C(O)C=Cc1ccc(-c2cnc(CSCCOc3ccccc3)o2)cc1. As a reaction SMILES: [CH2:1]([CH3:2])[O:3][C:4]([CH:5]=[CH:6][c:7]1[cH:8][cH:9][c:10](-[c:13]2[cH:14][n:15][c:16]([CH2:18][S:19][CH2:20][CH2:21][O:22][c:23]3[cH:24][cH:25][cH:26][cH:27][cH:28]3)[o:17]2)[cH:11][cH:12]1)=[O:29].[CH2:33]1[O:34][CH2:35][CH2:36][CH2:37]1.[CH3:30][CH2:31][OH:32].[Na+:39].[OH-:38]>>[O:3]=[C:4]([CH:5]=[CH:6][c:7]1[cH:8][cH:9][c:10](-[c:13]2[cH:14][n:15][c:16]([CH2:18][S:19][CH2:20][CH2:21][O:22][c:23]3[cH:24][cH:25][cH:26][cH:27][cH:28]3)[o:17]2)[cH:11][cH:12]1)[OH:29]. Reactants: Cl.ClCCN1CCOCC1 (4-(2-Chloroethyl)morpholine hydrochloride), ClC1=CC(=C(NC2=NC=NC3=CC(=C(C=C23)OC)O)C=C1)F (4-(4-chloro-2-fluoroanilino)-7-hydroxy-6-methoxyquinazoline), C([O-])([O-])=O.[K+].[K+] (potassium carbonate). Solvent: CN(C)C=O (DMF). Reaction conditions: temperature 100 celsius. The product is Cl.ClC1=CC(=C(NC2(NC=NC3=CC(=CC=C23)OCCN2CCOCC2)OC)C=C1)F (4-(4-chloro-2-fluoroanilino)4-methoxy-7-(2-morpholinoethoxy)quinazoline hydrochloride). The yield is 53.0%. As a reaction SMILES: Cl.[Cl:2][CH2:3][CH2:4][N:5]1[CH2:10][CH2:9][O:8][CH2:7][CH2:6]1.[Cl:11][C:12]1[CH:31]=[CH:30][C:15]([NH:16][C:17]2[C:26]3[C:21](=[CH:22][C:23]([OH:29])=[C:24](OC)[CH:25]=3)[N:20]=[CH:19][N:18]=2)=[C:14]([F:32])[CH:13]=1.[C:33](=O)([O-])[O-:34].[K+].[K+]>CN(C=O)C>[ClH:2].[Cl:11][C:12]1[CH:31]=[CH:30][C:15]([NH:16][C:17]2([O:34][CH3:33])[C:26]3[C:21](=[CH:22][C:23]([O:29][CH2:3][CH2:4][N:5]4[CH2:10][CH2:9][O:8][CH2:7][CH2:6]4)=[CH:24][CH:25]=3)[N:20]=[CH:19][NH:18]2)=[C:14]([F:32])[CH:13]=1 |f:0.1,3.4.5,7.8|. Procedure: 4-(2-Chloroethyl)morpholine hydrochloride (40 mg, 2.1 mmol) was added to 4-(4-chloro-2-fluoroanilino)-7-hydroxy-6-methoxyquinazoline (63 mg, 0.2 mmol), (prepared as described for the starting material in Example 4), and potassium carbonate (95 mg, 0.69 mmol) in DMF (3 ml) and the mixture heated at 100° C. for 3 hours. The mixture was allowed to cool, the volatiles were removed by evaporation and the residues partitioned between water and methylene chloride. The organic phase was separated, passe... The yield is 94.4%. As a reaction SMILES: [F:1][C:2]1[CH:7]=[C:6]([N+:8]([O-:10])=[O:9])[CH:5]=[CH:4][C:3]=1[N:11]1[CH2:16][CH2:15][CH:14]([C:17]2[O:21][C:20](=[O:22])[NH:19][N:18]=2)[CH2:13][CH2:12]1.[CH2:23](Br)[CH3:24].C([O-])([O-])=O.[K+].[K+]>CN(C=O)C>[CH2:23]([N:19]1[N:18]=[C:17]([CH:14]2[CH2:15][CH2:16][N:11]([C:3]3[CH:4]=[CH:5][C:6]([N+:8]([O-:10])=[O:9])=[CH:7][C:2]=3[F:1])[CH2:12][CH2:13]2)[O:21][C:20]1=[O:22])[CH3:24] |f:2.3.4|. Reported procedure: 5-[1-(2-Fluoro-4-nitrophenyl)-4-piperidyl]-2,3-dihydro-1,3,4-oxadiazol-2-one (5b, 1.23 g, 4 mmol) on reacting with C2H5Br (0.53 g, 4.8 mmol) in DMF in the presence of base K2CO3 (1.38 g, 10 mmol) at room temperature (27° C.) for 10 h, after completion of the reaction, reaction mixture is poured into ice water and extracted into chloroform finally purification by column chromatography to afford pure compound 3-ethyl-5-[1-(2-fluoro-4-nitrophenyl)-4-piperidyl]-2,3-dihydro-1,3,4-oxadiazol-2-one (6e,... Yields the product C(C)N1C(OC(=N1)C1CCN(CC1)C1=C(C=C(C=C1)[N+](=O)[O-])F)=O (3-ethyl-5-[1-(2-fluoro-4-nitrophenyl)-4-piperidyl]-2,3-dihydro-1,3,4-oxadiazol-2-one). Solvent: CN(C)C=O (DMF). The reactants are C(C)Br (C2H5Br), C(=O)([O-])[O-].[K+].[K+] (K2CO3), FC1=C(C=CC(=C1)[N+](=O)[O-])N1CCC(CC1)C1=NNC(O1)=O (5-[1-(2-fluoro-4-nitrophenyl)-4-piperidyl]-2,3-dihydro-1,3,4-oxadiazol-2-one), ice water. The product is C1(=CC=CC=C1)CC(=O)NC1C(N(C1)S(=O)(=O)[O-])=O.[Na+] (sodium 3-phenylacetamido-2-oxoazetidine-1-sulfonate). Reported procedure: In 1 ml of water is dissolved 50 mg of the above 3-amino 2-oxoazetidine-1-sulfonic acid, followed by addition of a solution of 69 mg phenylacetyl chloride in 1 ml tetrahydrofuran and 101 mg of sodium hydrogen carbonate in alternate portions with ice-cooling and stirring. After stirring at room temperature for 30 minutes, the mixture is adjusted to pH 5.8 with phosphoric acid. The tetrahydrofuran is then distilled off under reduced pressure. The water layer is washed with ethyl acetate and purifi... The solvent is O1CCCC1 (tetrahydrofuran), O (water). Reactants: C1(=CC=CC=C1)CC(=O)Cl (phenylacetyl chloride), C(O)([O-])=O.[Na+] (sodium hydrogen carbonate), P(O)(O)(O)=O (phosphoric acid), NC1C(N(C1)S(=O)(=O)O)=O (3-amino 2-oxoazetidine-1-sulfonic acid). The yield is 45.6%. As a reaction SMILES: [NH2:1][CH:2]1[CH2:5][N:4]([S:6]([OH:9])(=[O:8])=[O:7])[C:3]1=[O:10].[C:11]1([CH2:17][C:18](Cl)=[O:19])[CH:16]=[CH:15][CH:14]=[CH:13][CH:12]=1.C(=O)([O-])O.[Na+:25].P(=O)(O)(O)O>O.O1CCCC1>[C:11]1([CH2:17][C:18]([NH:1][CH:2]2[CH2:5][N:4]([S:6]([O-:9])(=[O:8])=[O:7])[C:3]2=[O:10])=[O:19])[CH:16]=[CH:15][CH:14]=[CH:13][CH:12]=1.[Na+:25] |f:2.3,7.8|. Reagents/catalysts: C=1C=CC(=CC1)/C=C/C(=O)/C=C/C2=CC=CC=C2.C=1C=CC(=CC1)/C=C/C(=O)/C=C/C2=CC=CC=C2.C=1C=CC(=CC1)/C=C/C(=O)/C=C/C2=CC=CC=C2.[Pd].[Pd] (tris-(dibenzylideneacetone)dipalladium), C=1C=CC(=CC1)P(C=2C=CC=CC2)C3=CC=C4C=CC=CC4=C3C5=C6C=CC=CC6=CC=C5P(C=7C=CC=CC7)C=8C=CC=CC8 (BINAP). Product: FC(C=1C=C(C=CC1)N1CCC(CC1)CCO)(F)F (2-{1-[3-(Trifluoromethyl)phenyl]-4-piperidyl}ethanol). Conditions: time 1 hour. Reported procedure: The process is performed as described in Example 2 (step 2.1). Starting with 25.6 g (113.90 mmol) of 1-bromo-3-(trifluoromethyl)benzene, 17.66 g (136.60 mmol) of 2-(4-piperidyl)ethanol, 26.24 g (273 mmol) of sodium tert-butoxide, 2.12 g (3.41 mmol) of BINAP and 1.04 g (1.14 mmol) of tris-(dibenzylideneacetone)dipalladium, and after chromatography on silica gel, eluting with a 25/75 mixture of ethyl acetate and cyclohexane, 17.90 g of an orange-coloured oily residue are obtained. This residue is ... The reactants are [OH-].[K+] (potassium hydroxide), BrC1=CC(=CC=C1)C(F)(F)F (1-bromo-3-(trifluoromethyl)benzene), N1CCC(CC1)CCO (2-(4-piperidyl)ethanol), CC(C)([O-])C.[Na+] (sodium tert-butoxide). As a reaction SMILES: Br[C:2]1[CH:7]=[CH:6][CH:5]=[C:4]([C:8]([F:11])([F:10])[F:9])[CH:3]=1.[NH:12]1[CH2:17][CH2:16][CH:15]([CH2:18][CH2:19][OH:20])[CH2:14][CH2:13]1.CC(C)([O-])C.[Na+].[OH-].[K+]>CO.C1C=CC(/C=C/C(/C=C/C2C=CC=CC=2)=O)=CC=1.C1C=CC(/C=C/C(/C=C/C2C=CC=CC=2)=O)=CC=1.C1C=CC(/C=C/C(/C=C/C2C=CC=CC=2)=O)=CC=1.[Pd].[Pd].C1C=CC(P(C2C(C3C(P(C4C=CC=CC=4)C4C=CC=CC=4)=CC=C4C=3C=CC=C4)=C3C(C=CC=C3)=CC=2)C2C=CC=CC=2)=CC=1>[F:9][C:8]([F:11])([F:10])[C:4]1[CH:3]=[C:2]([N:12]2[CH2:17][CH2:16][CH:15]([CH2:18][CH2:19][OH:20])[CH2:14][CH2:13]2)[CH:7]=[CH:6][CH:5]=1 |f:2.3,4.5,7.8.9.10.11|. Yield: 45.0%. Run in CO (methanol), CO (methanol).